From a dataset of the Open Reaction Database (ORD), a public repository of structured organic reaction records. describe an organic reaction: reactants, conditions, products, and yield The reactants are N (ammonia), OC(CCC1C(N(C1=O)C1=CC=C(C#N)C=C1)C1=CC=C(C=C1)OC)C1=CC=CC=C1 (4-[3-(3-hydroxy-3-phenylpropyl)-2-(4-methoxyphenyl)-4-oxoazetidin-1-yl]-benzonitrile), [H][H] (hydrogen). Reagents/catalysts: [Ni] (Raney nickel). The solvent is C(C)O (ethanol). Yields the product NCC1=CC=C(C=C1)N1C(C(C1C1=CC=C(C=C1)OC)CCC(C1=CC=CC=C1)O)=O (1-(4-Aminomethylphenyl)-3-(3-hydroxy-3-phenylpropyl)-4-(4-methoxyphenyl)-azetidin-2-one). RXN SMILES: [OH:1][CH:2]([C:26]1[CH:31]=[CH:30][CH:29]=[CH:28][CH:27]=1)[CH2:3][CH2:4][CH:5]1[C:8](=[O:9])[N:7]([C:10]2[CH:17]=[CH:16][C:13]([C:14]#[N:15])=[CH:12][CH:11]=2)[CH:6]1[C:18]1[CH:23]=[CH:22][C:21]([O:24][CH3:25])=[CH:20][CH:19]=1.N.[H][H]>C(O)C.[Ni]>[NH2:15][CH2:14][C:13]1[CH:16]=[CH:17][C:10]([N:7]2[CH:6]([C:18]3[CH:23]=[CH:22][C:21]([O:24][CH3:25])=[CH:20][CH:19]=3)[CH:5]([CH2:4][CH2:3][CH:2]([OH:1])[C:26]3[CH:27]=[CH:28][CH:29]=[CH:30][CH:31]=3)[C:8]2=[O:9])=[CH:11][CH:12]=1. Procedure: 7 g of 4-[3-(3-hydroxy-3-phenylpropyl)-2-(4-methoxyphenyl)-4-oxoazetidin-1-yl]-benzonitrile are dissolved in 200 ml of ethanol and, after addition of 15 ml of concentrated ammonia, hydrogenated with 7 g of 50% aqueous Raney nickel under 50 bar of hydrogen. The crude product obtained after removal of the catalyst by filtration with suction and removal of the solvent in vacuo is purified on silica gel with dichloromethane/methanol/ammonia =200:10:1. The amine is obtained. MS (FAB, +LiCI): 423 (M+L...